This data is from the Open Reaction Database (ORD), a public repository of structured organic reaction records. The task is: describe an organic reaction: reactants, conditions, products, and yield RXN SMILES: [CH3:1][O:2][c:3]1[cH:4][c:5]([CH2:30][C:31](=[O:32])[O:33][CH3:34])[cH:6][cH:7][c:8]1[O:9][c:10]1[c:11]([N+:27]([O-:28])=[O:29])[c:12]2[cH:13][n:14][n:15]([CH2:19][O:20][CH2:21][CH2:22][Si:23]([CH3:24])([CH3:25])[CH3:26])[c:16]2[cH:17][cH:18]1.[H:35][H:36]>>[CH3:1][O:2][c:3]1[cH:4][c:5]([CH2:30][C:31](=[O:32])[O:33][CH3:34])[cH:6][cH:7][c:8]1[O:9][c:10]1[c:11]([NH2:27])[c:12]2[cH:13][n:14][n:15]([CH2:19][O:20][CH2:21][CH2:22][Si:23]([CH3:24])([CH3:25])[CH3:26])[c:16]2[cH:17][cH:18]1. Yields the product COC(=O)Cc1ccc(Oc2ccc3c(cnn3COCC[Si](C)(C)C)c2N)c(OC)c1. Starting materials: COC(=O)Cc1ccc(Oc2ccc3c(cnn3COCC[Si](C)(C)C)c2[N+](=O)[O-])c(OC)c1, [H][H]. Reactants: C(CC)C1=CC=C(C=C1)S(=O)(=O)Cl (4n-propylbenzenesulphonyl chloride), N1=CC=CC=C1 (pyridine), C(=O)(O)[O-].[Na+] (NaHCO3), NC=1C=CC2=C(N=C(O2)C)C1 (5-amino-2-methylbenzoxazole). The solvent is ClCCl (dichloromethane). Run at time 5 minute. The product is CC=1OC2=C(N1)C=C(C=C2)NS(=O)(=O)C2=CC=C(C=C2)CCC (N-(2-methyl-benzooxazol-5-yl)-4-propyl-benzenesulfonamide). Isolated yield 84.7%. RXN SMILES: [CH2:1]([C:4]1[CH:9]=[CH:8][C:7]([S:10](Cl)(=[O:12])=[O:11])=[CH:6][CH:5]=1)[CH2:2][CH3:3].N1C=CC=CC=1.[NH2:20][C:21]1[CH:22]=[CH:23][C:24]2[O:28][C:27]([CH3:29])=[N:26][C:25]=2[CH:30]=1.C([O-])(O)=O.[Na+]>ClCCl>[CH3:29][C:27]1[O:28][C:24]2[CH:23]=[CH:22][C:21]([NH:20][S:10]([C:7]3[CH:8]=[CH:9][C:4]([CH2:1][CH2:2][CH3:3])=[CH:5][CH:6]=3)(=[O:12])=[O:11])=[CH:30][C:25]=2[N:26]=1 |f:3.4|. Procedure: To a solution of 4n-propylbenzenesulphonyl chloride (93 mg, 0.43 mmol) in dichloromethane (2 mL) was added pyridine (80 μL, 1.0 mmol) and the mixture was stirred under N2 for 5 min, after which time 5-amino-2-methylbenzoxazole (60 mg, 0.40 mmol) was added. The resulting mixture was stirred for 1 h at room temperature, then saturated NaHCO3 solution was added (8 mL) and the mixture was extracted into ethyl acetate (15 mL). The organic phase was washed with brine, dried (Na2SO4), filtered and evap...